Dataset: the Open Reaction Database (ORD), a public repository of structured organic reaction records. Task: describe an organic reaction: reactants, conditions, products, and yield Starting materials: COc1ccc(Cn2ccc3cc(-c4nc5ccc(F)nc5o4)cnc32)cc1, O=C(O)C(F)(F)F. Yields the product Fc1ccc2nc(-c3cnc4[nH]ccc4c3)oc2n1. As a reaction SMILES: [F:1][c:2]1[cH:3][cH:4][c:5]2[c:6]([n:7]1)[o:8][c:9](-[c:11]1[cH:12][c:13]3[c:14]([n:15][cH:16]1)[n:17]([CH2:20][c:21]1[cH:22][cH:23][c:24]([O:25][CH3:26])[cH:27][cH:28]1)[cH:18][cH:19]3)[n:10]2.[F:29][C:30]([F:31])([F:32])[C:33]([OH:34])=[O:35]>>[F:1][c:2]1[cH:3][cH:4][c:5]2[c:6]([n:7]1)[o:8][c:9](-[c:11]1[cH:12][c:13]3[c:14]([n:15][cH:16]1)[nH:17][cH:18][cH:19]3)[n:10]2. As a reaction SMILES: [CH2:21]([CH3:22])[NH:23][CH2:24][CH3:25].[CH2:26]([OH:27])[CH2:28][CH2:29][CH3:30].[Cl:1][c:2]1[n:3][c:4]2[n:5]([c:6]3[c:7]1[cH:8][n:9][c:10]1[c:11]3[cH:12][n:13][n:14]1[CH2:15][CH3:16])[n:17][c:18]([CH3:20])[cH:19]2>>[c:2]1([N:23]([CH2:21][CH3:22])[CH2:24][CH3:25])[n:3][c:4]2[n:5]([c:6]3[c:7]1[cH:8][n:9][c:10]1[c:11]3[cH:12][n:13][n:14]1[CH2:15][CH3:16])[n:17][c:18]([CH3:20])[cH:19]2. Starting materials: CCNCC, CCCCO, CCn1ncc2c1ncc1c(Cl)nc3cc(C)nn3c12. Yields the product CCN(CC)c1nc2cc(C)nn2c2c1cnc1c2cnn1CC. The reactants are BrC=1C(N(C(NN1)=O)C)=O (6-bromo-4-methyl-2H-[1,2,4]triazine-3,5-dione), Cl.N1(CCNCC1)C(=O)C1=C(C=CC=C1)C(F)(F)F (piperazin-1-yl-(2-trifluoromethyl-phenyl)-methanone hydrochloride). Yields the product CN1C(NN=C(C1=O)N1CCN(CC1)C(C1=C(C=CC=C1)C(F)(F)F)=O)=O (4-methyl-6-[4-(2-trifluoromethyl-benzoyl)-piperazin-1-yl]-2H-[1,2,4]triazine-3,5-dione), C1(=CC=CC=C1)C (toluene). The yield is 27.0%. Reaction SMILES: Br[C:2]1[C:3](=[O:10])[N:4]([CH3:9])[C:5](=[O:8])[NH:6][N:7]=1.Cl.[N:12]1([C:18]([C:20]2[CH:25]=[CH:24][CH:23]=[CH:22][C:21]=2[C:26]([F:29])([F:28])[F:27])=[O:19])[CH2:17][CH2:16][NH:15][CH2:14][CH2:13]1>>[CH3:9][N:4]1[C:3](=[O:10])[C:2]([N:15]2[CH2:16][CH2:17][N:12]([C:18](=[O:19])[C:20]3[CH:25]=[CH:24][CH:23]=[CH:22][C:21]=3[C:26]([F:29])([F:27])[F:28])[CH2:13][CH2:14]2)=[N:7][NH:6][C:5]1=[O:8].[C:20]1([CH3:18])[CH:25]=[CH:24][CH:23]=[CH:22][CH:21]=1 |f:1.2|. Procedure: The compound 4 (solid) is prepared from the triazine 2a and the intermediate 6a according to the synthesis method 1 in toluene (yield: 27%). RXN SMILES: [CH3:1][C:2]1[CH:31]=[CH:30][CH:29]=[CH:28][C:3]=1[O:4][CH2:5][CH:6]([OH:27])[CH2:7][NH:8][C:9]([CH3:26])([CH3:25])[CH2:10][NH:11][C:12]1[N:17]=[N:16][C:15]([NH:18][NH:19]C(OCC)=O)=[CH:14][CH:13]=1.[ClH:32]>>[ClH:32].[CH3:1][C:2]1[CH:31]=[CH:30][CH:29]=[CH:28][C:3]=1[O:4][CH2:5][CH:6]([OH:27])[CH2:7][NH:8][C:9]([CH3:26])([CH3:25])[CH2:10][NH:11][C:12]1[N:17]=[N:16][C:15]([NH:18][NH2:19])=[CH:14][CH:13]=1 |f:2.3|. Starting materials: CC1=C(OCC(CNC(CNC2=CC=C(N=N2)NNC(=O)OCC)(C)C)O)C=CC=C1 (1-(2-methylphenoxy)-3-[1,1,-dimethyl-2-(3-ethoxycarbonylhydrazino-6-pyridazinylamino)ethylamino]-2-propanol), Cl (hydrochloric acid). Procedure: A solution of 66 mg of 1-(2-methylphenoxy)-3-[1,1,-dimethyl-2-(3-ethoxycarbonylhydrazino-6-pyridazinylamino)ethylamino]-2-propanol in 5 ml of 10% hydrochloric acid was refluxed for 5 hours. After the solvent was evaporated under reduced pressure, the residue was recrystallized from ethanol to give 31 mg of 1-(2-methylphenoxy)-3-[1,1-dimethyl-2-(3-hydrazino-6-pyridazinylamino)ethylamino]-2-propanol hydrochloride as colorless crystals. The product is Cl.CC1=C(OCC(CNC(CNC2=CC=C(N=N2)NN)(C)C)O)C=CC=C1 (1-(2-methylphenoxy)-3-[1,1-dimethyl-2-(3-hydrazino-6-pyridazinylamino)ethylamino]-2-propanol hydrochloride).